Dataset: the Open Reaction Database (ORD), a public repository of structured organic reaction records. Task: describe an organic reaction: reactants, conditions, products, and yield Starting materials: C(C)(=O)OCC[C@H]1CN(CC1)C(=O)OC(C)(C)C (t-butyl (3S)-3-(2-acetyloxyethyl)-pyrrolidine-1-carboxylate), C([O-])([O-])=O.[K+].[K+] (potassium carbonate). Run in C(Cl)(Cl)Cl (chloroform), CO (methanol). Run at time 2.5 hour. The product is OCC[C@H]1CN(CC1)C(=O)OC(C)(C)C (t-butyl (3S)-3-(2-hydroxyethyl)pyrrolidine-1-carboxylate). The yield is 101.9%. Reaction SMILES: C([O:4][CH2:5][CH2:6][C@@H:7]1[CH2:11][CH2:10][N:9]([C:12]([O:14][C:15]([CH3:18])([CH3:17])[CH3:16])=[O:13])[CH2:8]1)(=O)C.C(=O)([O-])[O-].[K+].[K+]>CO.C(Cl)(Cl)Cl>[OH:4][CH2:5][CH2:6][C@@H:7]1[CH2:11][CH2:10][N:9]([C:12]([O:14][C:15]([CH3:18])([CH3:17])[CH3:16])=[O:13])[CH2:8]1 |f:1.2.3|. Reported procedure: To a solution of 34 mg of t-butyl (3S)-3-(2-acetyloxyethyl)-pyrrolidine-1-carboxylate in 1 ml of methanol, 54 mg of potassium carbonate was added, and stirred for 2.5 hours at room temperature. The reaction liquid was diluted with chloroform, washed successively with water and saturated brine and dried over anhydrous sodium sulfate. Distilling the solvent off under reduced pressure, 29 mg of the title compound was obtained. Solvent: O (water). Reported procedure: 16.5 g. 4,4'-Dimethoxybenzil, 6.0 g. cyanothioacetamide and 15 drops of piperidine were boiled for 2 hours in 200 ml. chloroform on a water separator. The yellow precipitate obtained was filtered off with suction, washed with some chloroform and dried at 80° C. and 0.1 mm.Hg for 12 hours. The desired product is obtained in a yield of 17.6 g. in the form of yellow crystals; m.p. 193° C. (decomp.). The product is OC1(C(=C(C(N1)=S)C#N)C1=CC=C(C=C1)OC)C1=CC=C(C=C1)OC (5-Hydroxy-4,5-bis-(4-methoxyphenyl)-2-thioxo-3-pyrroline-3-carbonitrile). The reagents and catalysts are N1CCCCC1 (piperidine). Reaction SMILES: [CH3:1][O:2][C:3]1[CH:8]=[CH:7][C:6]([C:9]([C:11]([C:13]2[CH:18]=[CH:17][C:16]([O:19][CH3:20])=[CH:15][CH:14]=2)=O)=[O:10])=[CH:5][CH:4]=1.[C:21]([CH2:23][C:24]([NH2:26])=[S:25])#[N:22].C(Cl)(Cl)Cl>N1CCCCC1.O>[OH:10][C:9]1([C:6]2[CH:7]=[CH:8][C:3]([O:2][CH3:1])=[CH:4][CH:5]=2)[NH:26][C:24](=[S:25])[C:23]([C:21]#[N:22])=[C:11]1[C:13]1[CH:18]=[CH:17][C:16]([O:19][CH3:20])=[CH:15][CH:14]=1. Reactants: COC1=CC=C(C=C1)C(=O)C(=O)C1=CC=C(C=C1)OC (4,4'-Dimethoxybenzil), C(#N)CC(=S)N (cyanothioacetamide), C(Cl)(Cl)Cl (chloroform). Run at time 12 hour. The product is CC(c1ccccc1)N1CCC1C(=O)O. Reaction SMILES: [CH2:18]([CH:19]([CH2:20][CH2:21][CH2:22][CH3:23])[C:24]([OH:25])=[O:26])[CH3:27].[CH3:1][CH:2]([c:3]1[cH:4][cH:5][cH:6][cH:7][cH:8]1)[N:9]1[CH:10]([C:13](=[O:14])[O:15][CH3:16])[CH2:11][CH2:12]1.[CH3:28][CH2:29][CH2:30][CH2:31][CH2:32][CH2:33][CH3:34].[OH2:17]>>[CH3:1][CH:2]([c:3]1[cH:4][cH:5][cH:6][cH:7][cH:8]1)[N:9]1[CH:10]([C:13](=[O:14])[OH:15])[CH2:11][CH2:12]1. Reactants: CCCCC(CC)C(=O)O, COC(=O)C1CCN1C(C)c1ccccc1, CCCCCCC, O. Reactants: [OH-].[Na+] (NaOH), N[C@H](C(=O)O)CCCC1CCCCC1 ((S)-2-Amino-5-cyclohexyl-pentanoic acid), C1(=CC(=CC=C1)C(=O)Cl)C (m-Toluic acid chloride). The solvent is O (H2O). Conditions: temperature 0 celsius, time 12 hour. Product: C1(CCCCC1)CCC[C@@H](C(=O)O)NC(C1=CC(=CC=C1)C)=O ((S)-5-Cyclohexyl-2-(3-methyl-benzoylamino)-pentanoic acid). Isolated yield 49.9%. As a reaction SMILES: [NH2:1][C@@H:2]([CH2:6][CH2:7][CH2:8][CH:9]1[CH2:14][CH2:13][CH2:12][CH2:11][CH2:10]1)[C:3]([OH:5])=[O:4].[OH-].[Na+].[C:17]1([CH3:26])[CH:22]=[CH:21][CH:20]=[C:19]([C:23](Cl)=[O:24])[CH:18]=1>O>[CH:9]1([CH2:8][CH2:7][CH2:6][C@H:2]([NH:1][C:23](=[O:24])[C:19]2[CH:20]=[CH:21][CH:22]=[C:17]([CH3:26])[CH:18]=2)[C:3]([OH:5])=[O:4])[CH2:10][CH2:11][CH2:12][CH2:13][CH2:14]1 |f:1.2|. Procedure: L-Styryl alanine 1 (50 mg, 0.26 mmol) was dissolved in MeOH (5 mL) and placed into a Parr-hydrogenation apparatus. Catalytic amounts of rhodium (5% on Al2O3) were added and the reaction vessel was placed under a hydrogen at 55 psi. The mixture was shaken for 20 h at room temperature, then filtered over celite. The organic solvent was removed in vacuo to yield (S)-2-Amino-5-cyclohexyl-pentanoic acid 2 (52 mg, quant.) as a white solid: 1H-NMR (400 MHz, CD3OD) δ=3.50 (dd, J=5.2, J=6.9, 1H), 1.88–1....